This data is from the Open Reaction Database (ORD), a public repository of structured organic reaction records. The task is: describe an organic reaction: reactants, conditions, products, and yield Starting materials: C1(=CC=CC=C1)B(O)O (Benzene boronic acid), [Cl-].[Li+] (lithium chloride), C([O-])([O-])=O.[Na+].[Na+] (sodium carbonate), C(C1=CC=CC=C1)CNC[C@@H]1[C@@H](C2=CC=C(C=C2CC1)S(=O)(=O)C(F)(F)F)C1=CC=CC=C1 (cis-2-(N-benzylmethylamino)methyl-6-trifluoromethanesulfonyl-1-phenyl-1,2,3,4-tetrahydronaphthalene). The reagents and catalysts are C=1C=CC(=CC1)[P](C=2C=CC=CC2)(C=3C=CC=CC3)[Pd]([P](C=4C=CC=CC4)(C=5C=CC=CC5)C=6C=CC=CC6)([P](C=7C=CC=CC7)(C=8C=CC=CC8)C=9C=CC=CC9)[P](C=1C=CC=CC1)(C=1C=CC=CC1)C=1C=CC=CC1 (tetrakis(triphenylphosphine)palladium(0)). Run in C(C)(=O)OCC (ethyl acetate), O (Water), COCCOC (1,2-dimethoxyethane). Run at temperature 90 celsius. Product: C(C1=CC=CC=C1)CNC[C@@H]1[C@@H](C2=CC=C(C=C2CC1)C1=CC=CC=C1)C1=CC=CC=C1 (cis-2-(N-Benzylmethylamino)methyl-1,6-diphenyl-1,2,3,4-tetrahydronaphthalene). Isolated yield 46.6%. Reaction SMILES: [C:1]1(B(O)O)[CH:6]=[CH:5][CH:4]=[CH:3][CH:2]=1.[Cl-].[Li+].C(=O)([O-])[O-].[Na+].[Na+].[CH2:18]([CH2:25][NH:26][CH2:27][C@H:28]1[CH2:37][CH2:36][C:35]2[C:30](=[CH:31][CH:32]=[C:33](S(C(F)(F)F)(=O)=O)[CH:34]=2)[C@H:29]1[C:45]1[CH:50]=[CH:49][CH:48]=[CH:47][CH:46]=1)[C:19]1[CH:24]=[CH:23][CH:22]=[CH:21][CH:20]=1>COCCOC.C1C=CC([P]([Pd]([P](C2C=CC=CC=2)(C2C=CC=CC=2)C2C=CC=CC=2)([P](C2C=CC=CC=2)(C2C=CC=CC=2)C2C=CC=CC=2)[P](C2C=CC=CC=2)(C2C=CC=CC=2)C2C=CC=CC=2)(C2C=CC=CC=2)C2C=CC=CC=2)=CC=1.C(OCC)(=O)C.O>[CH2:18]([CH2:25][NH:26][CH2:27][C@H:28]1[CH2:37][CH2:36][C:35]2[C:30](=[CH:31][CH:32]=[C:33]([C:1]3[CH:6]=[CH:5][CH:4]=[CH:3][CH:2]=3)[CH:34]=2)[C@H:29]1[C:45]1[CH:50]=[CH:49][CH:48]=[CH:47][CH:46]=1)[C:19]1[CH:24]=[CH:23][CH:22]=[CH:21][CH:20]=1 |f:1.2,3.4.5,^1:60,62,81,100|. Procedure details: Benzene boronic acid (301 mg), tetrakis(triphenylphosphine)palladium(0) (65 mg), lithium chloride (238 mg) and aqueous sodium carbonate solution (2 M, 2.25 cm3) were added to a stirred solution of cis-2-(N-benzylmethylamino)methyl-6-trifluoromethanesulfonyl-1-phenyl-1,2,3,4-tetrahydronaphthalene (1.1 g) in 1,2-dimethoxyethane (60 cm3) under an atmosphere of nitrogen. The stirred mixture was heated at 90° C. for 46 h before being allowed to cool to room temperature. Water (100 cm3) and ethyl acet... The reactants are N1=CC=CC=C1 (pyridine), ClC1=C(C=C(N)C=C1)[N+](=O)[O-] (4-chloro-3-nitroaniline), C(CCCCCCCC)(=O)Cl (nonanoylchloride). Solvent: ClC(C)Cl (dichloroethane). Run at time 2 hour. Yields the product ClC1=C(C=C(C=C1)NC(CCCCCCCC)=O)[N+](=O)[O-] (N-(4-Chloro-3-nitrophenyl) nonanamide). RXN SMILES: [Cl:1][C:2]1[CH:8]=[CH:7][C:5]([NH2:6])=[CH:4][C:3]=1[N+:9]([O-:11])=[O:10].N1C=CC=CC=1.[C:18](Cl)(=[O:27])[CH2:19][CH2:20][CH2:21][CH2:22][CH2:23][CH2:24][CH2:25][CH3:26]>ClC(Cl)C>[Cl:1][C:2]1[CH:8]=[CH:7][C:5]([NH:6][C:18](=[O:27])[CH2:19][CH2:20][CH2:21][CH2:22][CH2:23][CH2:24][CH2:25][CH3:26])=[CH:4][C:3]=1[N+:9]([O-:11])=[O:10]. Procedure details: 4-chloro-3-nitroaniline, 10.1 g (0.058 mole), is dissolved in 100 ml dichloroethane, containing 25 ml pyridine. The solution is stirred at room temperature while nonanoylchloride, 10.5 g (0.067 mole), is added slowly. The solution is stirred for 2 hours. Excess pyridine is removed by washing the product with 4N hydrochloric acid. The product is then passed through a florisil column. The product does not crystallize from dichloroethane which was removed. The product was crystallized from 80% etha... Starting materials: ClC1=C2N=CN(C2=NC=N1)OCCOCP(=O)(OCC)OCC (6-chloro-9-[2-(diethoxyphosphorylmethoxy)ethoxy]purine), N (ammonia). Run in C(C)O (ethanol). The product is C(C)OP(=O)(OCC)COCCON1C2=NC=NC(=C2N=C1)N (9-[2-(Diethoxyphosphorylmethoxy)ethoxy]adenine). As a reaction SMILES: Cl[C:2]1[N:10]=[CH:9][N:8]=[C:7]2[C:3]=1[N:4]=[CH:5][N:6]2[O:11][CH2:12][CH2:13][O:14][CH2:15][P:16]([O:21][CH2:22][CH3:23])([O:18][CH2:19][CH3:20])=[O:17].[NH3:24]>C(O)C>[CH2:19]([O:18][P:16]([CH2:15][O:14][CH2:13][CH2:12][O:11][N:6]1[CH:5]=[N:4][C:3]2[C:7]1=[N:8][CH:9]=[N:10][C:2]=2[NH2:24])([O:21][CH2:22][CH3:23])=[O:17])[CH3:20]. Procedure details: A solution of 6-chloro-9-[2-(diethoxyphosphorylmethoxy)ethoxy]purine (1.45 g, 4 mmol) in ethanol (20 ml) saturated with ammonia gas was heated in a sealed steel vessel at 100° C. for 2 hours. The reaction mixture was cooled to ambient temperature, evaporated to dryness and the residual oil chromatographed on silica gel (eluted with dichloromethane: methanol, 90:10) to give recovered starting material (0.25 g) and the title compound (0.94 g, 82%--based on used starting material), crystallised fro... The reactants are C=1C=CC2=C(C1)N=NN2O (HOBt), C1CCC(CC1)N=C=NC2CCCCC2 (DCCI), N([C@@H](CC1=CC=CC=C1)C(=O)N[C@@H](CC1=CNC=N1)C(=O)O)C(=O)OCC1=CC=CC=C1 (Z-Phe-His-OH), N[C@@H](CC(C)C)C(=O)N[C@@H](C(C)C)C(=O)N[C@@H](C)C(=O)O.C(C1=CC=CC=C1)[C@@H](C(CC#N)O)[NH-] (H-Leu-Val-Ala 1(S)-benzyl-3-cyano-2(R,S)-hydroxypropyl amide). The product is N([C@@H](CC1=CC=CC=C1)C(=O)N[C@@H](CC1=CNC=N1)C(=O)N[C@@H](CC(C)C)C(=O)N[C@@H](C(C)C)C(=O)N[C@@H](C)C(=O)O)C(=O)OCC1=CC=CC=C1.C(C1=CC=CC=C1)[C@@H](C(CC#N)O)[NH-] (Z-Phe-His-Leu-Val-Ala 1(S)-benzyl-3-cyano-2(R,S)-hydroxypropyl amide), B7. RXN SMILES: [NH:1]([C:23]([O:25][CH2:26][C:27]1[CH:32]=[CH:31][CH:30]=[CH:29][CH:28]=1)=[O:24])[C@H:2]([C:10]([NH:12][C@H:13]([C:20](O)=[O:21])[CH2:14][C:15]1[N:19]=[CH:18][NH:17][CH:16]=1)=[O:11])[CH2:3][C:4]1[CH:9]=[CH:8][CH:7]=[CH:6][CH:5]=1.[NH2:33][C@H:34]([C:39]([NH:41][C@H:42]([C:46]([NH:48][C@H:49]([C:51]([OH:53])=[O:52])[CH3:50])=[O:47])[CH:43]([CH3:45])[CH3:44])=[O:40])[CH2:35][CH:36]([CH3:38])[CH3:37].[CH2:54]([C@H:61]([NH-:67])[CH:62]([OH:66])[CH2:63][C:64]#[N:65])[C:55]1[CH:60]=[CH:59][CH:58]=[CH:57][CH:56]=1.C1C=CC2N(O)N=NC=2C=1.C1CCC(N=C=NC2CCCCC2)CC1>>[NH:1]([C:23]([O:25][CH2:26][C:27]1[CH:32]=[CH:31][CH:30]=[CH:29][CH:28]=1)=[O:24])[C@H:2]([C:10]([NH:12][C@H:13]([C:20]([NH:33][C@H:34]([C:39]([NH:41][C@H:42]([C:46]([NH:48][C@H:49]([C:51]([OH:53])=[O:52])[CH3:50])=[O:47])[CH:43]([CH3:44])[CH3:45])=[O:40])[CH2:35][CH:36]([CH3:38])[CH3:37])=[O:21])[CH2:14][C:15]1[N:19]=[CH:18][NH:17][CH:16]=1)=[O:11])[CH2:3][C:4]1[CH:9]=[CH:8][CH:7]=[CH:6][CH:5]=1.[CH2:54]([C@H:61]([NH-:67])[CH:62]([OH:66])[CH2:63][C:64]#[N:65])[C:55]1[CH:60]=[CH:59][CH:58]=[CH:57][CH:56]=1 |f:1.2,5.6|. Reported procedure: In a manner analogous to that described in Example 1, using as starting materials 142 mg of Z-Phe-His-OH, 140 mg of H-Leu-Val-Ala-1(S)-benzyl-3-cyano-2(R,S)-hydroxypropyl amide, 54 mg of HOBt and 91 mg of DCCI, the title compound is obtained after flash chromatography (65 g of silica gel 60, 40-63 μm, eluant system B7). Rf (B7)=0.32. The reactants are O=C(Cl)c1cccnc1, CC(C)C(=O)Nc1cccc(C2CCN(CCC(N)c3ccccc3)CC2)c1. Product: CC(C)C(=O)Nc1cccc(C2CCN(CCC(NC(=O)c3cccnc3)c3ccccc3)CC2)c1. As a reaction SMILES: [C:29]([c:30]1[cH:31][n:32][cH:33][cH:34][cH:35]1)(=[O:36])[Cl:37].[NH2:1][CH:2]([CH2:3][CH2:4][N:5]1[CH2:6][CH2:7][CH:8]([c:11]2[cH:12][c:13]([NH:17][C:18]([CH:19]([CH3:20])[CH3:21])=[O:22])[cH:14][cH:15][cH:16]2)[CH2:9][CH2:10]1)[c:23]1[cH:24][cH:25][cH:26][cH:27][cH:28]1>>[NH:1]([CH:2]([CH2:3][CH2:4][N:5]1[CH2:6][CH2:7][CH:8]([c:11]2[cH:12][c:13]([NH:17][C:18]([CH:19]([CH3:20])[CH3:21])=[O:22])[cH:14][cH:15][cH:16]2)[CH2:9][CH2:10]1)[c:23]1[cH:24][cH:25][cH:26][cH:27][cH:28]1)[C:29]([c:30]1[cH:31][n:32][cH:33][cH:34][cH:35]1)=[O:36]. Starting materials: CS(=O)(=O)OC1=C(C=C(C=C1)C(N)=N)[N+](=O)[O-] (4-amidino-2-nitrophenol methanesulfonate), C(C)(=O)OC(C)=O (acetic anhydride), CS(=O)(=O)O (methanesulfonic acid). Conditions: time 15 minute. Yields the product C(C)(=O)OC1=C(C=C(C=C1)C(N)=N)[N+](=O)[O-] (4-amidino-2-nitrophenyl acetate). Reaction SMILES: CS([O:5][C:6]1[CH:11]=[CH:10][C:9]([C:12](=[NH:14])[NH2:13])=[CH:8][C:7]=1[N+:15]([O-:17])=[O:16])(=O)=O.CS(O)(=O)=O.[C:23](OC(=O)C)(=[O:25])[CH3:24]>>[C:23]([O:5][C:6]1[CH:11]=[CH:10][C:9]([C:12](=[NH:14])[NH2:13])=[CH:8][C:7]=1[N+:15]([O-:17])=[O:16])(=[O:25])[CH3:24]. Procedure: To a suspension of 3.0 g of 4-amidino-2-nitrophenol methanesulfonate in 15 ml of acetic anhydride, was added 0.5 ml of methanesulfonic acid. The mixture was refluxed with stirring for 10 to 20 minutes. The crystals dissolved slowly, forming a clear yellow solution. Upon standing at room temperature, colorless crystals separated out of the solution. The crystals were ashed with ethyl ether and recrystallized from ethanol to obtain 3.0 g of colorless needle crystals of 4-amidino-2-nitrophenyl acet... The reactants are C(C)(C)C1=NN=C(S1)NS(=O)(=O)C=1C=C2CC(CC2=CC1)NC(C)=O (N-[5-(5-Isopropyl-[1,3,4]thiadiazol-2-ylsulfamoyl)-indan-2-yl]-acetamide), Cl (hydrochloric acid). Yields the product Cl.C(C)(C)C1=NN=C(S1)NS(=O)(=O)C=1C=C2CC(CC2=CC1)N (2-Amino-indan-5-sulfonic acid (5-isopropyl-[1,3,4]thiadiazol-2-yl)-amide hydrochloride). Reaction SMILES: [CH:1]([C:4]1[S:8][C:7]([NH:9][S:10]([C:13]2[CH:14]=[C:15]3[C:19](=[CH:20][CH:21]=2)[CH2:18][CH:17]([NH:22]C(=O)C)[CH2:16]3)(=[O:12])=[O:11])=[N:6][N:5]=1)([CH3:3])[CH3:2].[ClH:26]>>[ClH:26].[CH:1]([C:4]1[S:8][C:7]([NH:9][S:10]([C:13]2[CH:14]=[C:15]3[C:19](=[CH:20][CH:21]=2)[CH2:18][CH:17]([NH2:22])[CH2:16]3)(=[O:12])=[O:11])=[N:6][N:5]=1)([CH3:3])[CH3:2] |f:2.3|. Reported procedure: N-[5-(5-Isopropyl-[1,3,4]thiadiazol-2-ylsulfamoyl)-indan-2-yl]-acetamide (96 mg) was heated and stirred for 27 hours in 10 ml 2N hydrochloric acid at 100° C. After completion a clear solution occurred. This was evaporated to dryness and the solid residue was used without further purification. Starting materials: N1CCCCC1 (piperidine), [Na+].[I-] (NaI), BrCCCCC(=O)Cl (5-bromovaleryl chloride), N1C=CC2=CC(=CC=C12)C=1C=C(NN1)N (5-(1H-Indol-5-yl)-2H-pyrazol-3-ylamine), C(C)(C)N(CC)C(C)C (diisopropylethylamine), bromo. Solvent: CC(=O)N(C)C (DMA), CC(=O)N(C)C (DMA). Conditions: temperature 0 celsius, time 1 hour. Product: N1C=CC2=CC(=CC=C12)C=1C=C(NN1)NC(CCCCN1CCCCC1)=O (5-Piperidin-1-yl-pentanoic acid [5-(1H-indol-5-yl)-2H-pyrazol-3-yl]-amide). RXN SMILES: Br[CH2:2][CH2:3][CH2:4][CH2:5][C:6](Cl)=[O:7].[NH:9]1[C:17]2[C:12](=[CH:13][C:14]([C:18]3[CH:19]=[C:20]([NH2:23])[NH:21][N:22]=3)=[CH:15][CH:16]=2)[CH:11]=[CH:10]1.C(N(C(C)C)CC)(C)C.[NH:33]1[CH2:38][CH2:37][CH2:36][CH2:35][CH2:34]1.[Na+].[I-]>CC(N(C)C)=O>[NH:9]1[C:17]2[C:12](=[CH:13][C:14]([C:18]3[CH:19]=[C:20]([NH:23][C:6](=[O:7])[CH2:5][CH2:4][CH2:3][CH2:2][N:33]4[CH2:38][CH2:37][CH2:36][CH2:35][CH2:34]4)[NH:21][N:22]=3)=[CH:15][CH:16]=2)[CH:11]=[CH:10]1 |f:4.5|. Reported procedure: To a solution of 5-bromovaleryl chloride (80 μL, 0.60 mmol) in DMA (1 mL) cooled at 0° C. a solution of 5-(1H-Indol-5-yl)-2H-pyrazol-3-ylamine (120 mg, 0.60 mmol) and diisopropylethylamine (104 μL, 1.20 mmol) in DMA (2 mL) was added. The reaction was left stirring for 1 hour at 0° C. and then piperidine (119 μL, 1.20 mmol) and NaI (90 mg, 0.60 mmol) were added and the mixture heated at 60° C. for 5 hours, when LC-MS showed complete conversion of the bromo-intermediate and the solvent was removed...